From a dataset of the Open Reaction Database (ORD), a public repository of structured organic reaction records. describe an organic reaction: reactants, conditions, products, and yield As a reaction SMILES: [Br:1][C:2]1[CH:14]=[CH:13][C:5]([C:6]([CH2:8][CH2:9][C:10]([OH:12])=[O:11])=[O:7])=[CH:4][C:3]=1[N+:15]([O-])=O.Br>C(O)C>[NH2:15][C:3]1[CH:4]=[C:5]([CH:13]=[CH:14][C:2]=1[Br:1])[C:6]([CH2:8][CH2:9][C:10]([OH:12])=[O:11])=[O:7]. Reported procedure: A solution of 3-(4-bromo-3-nitrobenzoyl)propionic acid in ethanol was treated with ion filings and aqueous hydrobromic acid. The residue after evaporation under reduced pressure was treated with water to give 3-(3-amino-4-bromobenzoyl)-propionic acid. Run in C(C)O (ethanol). Product: NC=1C=C(C(=O)CCC(=O)O)C=CC1Br (3-(3-amino-4-bromobenzoyl)-propionic acid). Reactants: BrC1=C(C=C(C(=O)CCC(=O)O)C=C1)[N+](=O)[O-] (3-(4-bromo-3-nitrobenzoyl)propionic acid), Br (hydrobromic acid). Starting materials: COc1ccc(Br)cn1, Cc1ccccc1, CCCC[Sn](CCCC)(CCCC)c1cc2nccc(Cl)c2s1. Product: COc1ccc(-c2cc3nccc(Cl)c3s2)cn1. RXN SMILES: [Br:24][c:25]1[cH:26][cH:27][c:28]([O:31][CH3:32])[n:29][cH:30]1.[CH3:33][c:34]1[cH:35][cH:36][cH:37][cH:38][cH:39]1.[Cl:1][c:2]1[c:3]2[c:4]([n:5][cH:6][cH:7]1)[cH:8][c:9]([Sn:11]([CH2:12][CH2:13][CH2:14][CH3:15])([CH2:16][CH2:17][CH2:18][CH3:19])[CH2:20][CH2:21][CH2:22][CH3:23])[s:10]2>>[Cl:1][c:2]1[c:3]2[c:4]([n:5][cH:6][cH:7]1)[cH:8][c:9](-[c:25]1[cH:26][cH:27][c:28]([O:31][CH3:32])[n:29][cH:30]1)[s:10]2. Starting materials: aldehyde, C1[C@H]([C@@H]([C@@H]2[C@H]1OC(=O)C2)CO)O ((−)-Corey lactone), C(C)(=O)O (acetic acid), [H-].[Na+] (sodium hydride), COP(OC)(=O)CC(CCCCC)=O (dimethyl(2-oxoheptyl)phosphonate). Solvent: C1CCOC1 (THF), C1CCOC1 (THF). Conditions: time 30 minute. Yields the product COP(OC)(=O)CC(CCCC(C)C)=O (Dimethyl(6-Methyl-2-oxoheptyl)phosphonate). RXN SMILES: [H-].[Na+].[CH3:3][O:4][P:5]([CH2:9][C:10](=[O:16])[CH2:11][CH2:12][CH2:13][CH2:14][CH3:15])(=[O:8])[O:6][CH3:7].[CH2:17]1[C@@H]2OC(C[C@@H]2[C@@H](CO)[C@@H]1O)=O.C(O)(=O)C>C1COCC1>[CH3:3][O:4][P:5]([CH2:9][C:10](=[O:16])[CH2:11][CH2:12][CH2:13][CH:14]([CH3:17])[CH3:15])(=[O:8])[O:6][CH3:7] |f:0.1|. Procedure details: To the suspension of sodium hydride (NaH) (60%, 250 mg) in THF (40 ml) was added dropwise dimethyl(2-oxoheptyl)phosphonate, and the reaction solution was stirred for 30 min. A THF solution (40 ml) of the aldehyde (2) previously prepared by Collins oxidization of (−)-Corey lactone (1) (2 g) was added. Reaction was maintained at room temperature overnight, and then acetic acid was added. After the usual work-up, an α,β-unsaturated ketone (3) was obtained. Yield: 1.95 g (50%). The reactants are N#Cc1cccnc1, O=C(Nc1ccc(CCl)cc1)C1=Cc2cc(-c3ccccc3)ccc2CC1, CN(C)C=O. The product is N#Cc1ccc[n+](Cc2ccc(NC(=O)C3=Cc4cc(-c5ccccc5)ccc4CC3)cc2)c1, [Cl-]. As a reaction SMILES: [C:28](#[N:29])[c:30]1[cH:31][n:32][cH:33][cH:34][cH:35]1.[Cl:1][CH2:2][c:3]1[cH:4][cH:5][c:6]([NH:9][C:10](=[O:11])[C:12]2=[CH:13][c:14]3[cH:15][c:16](-[c:22]4[cH:23][cH:24][cH:25][cH:26][cH:27]4)[cH:17][cH:18][c:19]3[CH2:20][CH2:21]2)[cH:7][cH:8]1.[O:36]=[CH:37][N:38]([CH3:39])[CH3:40]>>[CH2:2]([c:3]1[cH:4][cH:5][c:6]([NH:9][C:10](=[O:11])[C:12]2=[CH:13][c:14]3[cH:15][c:16](-[c:22]4[cH:23][cH:24][cH:25][cH:26][cH:27]4)[cH:17][cH:18][c:19]3[CH2:20][CH2:21]2)[cH:7][cH:8]1)[n+:32]1[cH:31][c:30]([C:28]#[N:29])[cH:35][cH:34][cH:33]1.[Cl-:1]. The reactants are O=C1CCC(=O)N1Br, CC#N, Nc1ncccc1-c1nc2cnccc2n1-c1cccc(F)c1F, [Na+], O=C([O-])O. Yields the product Nc1ncc(Br)cc1-c1nc2cnccc2n1-c1cccc(F)c1F. Reaction SMILES: [Br:25][N:26]1[C:27](=[O:28])[CH2:29][CH2:30][C:31]1=[O:32].[CH3:38][C:39]#[N:40].[F:1][c:2]1[c:3](-[n:9]2[c:10](-[c:18]3[c:19]([NH2:24])[n:20][cH:21][cH:22][cH:23]3)[n:11][c:12]3[cH:13][n:14][cH:15][cH:16][c:17]23)[cH:4][cH:5][cH:6][c:7]1[F:8].[Na+:37].[O-:33][C:34]([OH:35])=[O:36]>>[F:1][c:2]1[c:3](-[n:9]2[c:10](-[c:18]3[c:19]([NH2:24])[n:20][cH:21][c:22]([Br:25])[cH:23]3)[n:11][c:12]3[cH:13][n:14][cH:15][cH:16][c:17]23)[cH:4][cH:5][cH:6][c:7]1[F:8]. The reactants are COC=1C=C(CO)C=C(C1)OC (3,5-dimethoxybenzyl alcohol), C(CCC)[Li] (n-butyllithium), [Cl-].[NH4+] (ammonium chloride), C(C)OB(OCC)OCC (triethoxyborane). The solvent is O1CCCC1 (tetrahydrofuran). Run at time 1 hour. The product is OCC1=CC(=C(C(=C1)OC)OB(O)O)OC (4-(Hydroxymethyl)-2,6-dimethoxyphenylboric acid). RXN SMILES: [CH3:1][O:2][C:3]1[CH:4]=[C:5]([CH:8]=[C:9]([O:11][CH3:12])[CH:10]=1)[CH2:6][OH:7].C([Li])CCC.C([O:20][B:21]([O:25]CC)[O:22]CC)C.[Cl-].[NH4+]>O1CCCC1>[OH:7][CH2:6][C:5]1[CH:8]=[C:9]([O:11][CH3:12])[C:10]([O:20][B:21]([OH:25])[OH:22])=[C:3]([O:2][CH3:1])[CH:4]=1 |f:3.4|. Procedure details: To a solution of 3,5-dimethoxybenzyl alcohol (2.71 g) in tetrahydrofuran (50 mL) was added n-butyllithium (1.56M hexane solution; 36.2 mL)while cooling with ice with ice bath, and the internal temperature was raised to room temperature and stirred for 1 hour. The internal temperature was then cooled to −78° C., to the mixture was added triethoxyborane (9.6 mL), and the temperature was raised to room temperature while stirring. After completion of the reaction, saturated aqueous ammonium chloride... Starting materials: NC(=S)N (thiourea), ClC1=C(CBr)C(=CC=C1Cl)F (2,3-dichloro-6-fluorobenzyl bromide). Solvent: CC(CC)=O (2-butanone). Run at temperature 100 celsius. Yields the product Br.ClC1=C(CSC(N)=N)C(=CC=C1Cl)F (2-(2,3-dichloro-6-fluoro-benzyl)-isothiourea hydrobromide). Reaction SMILES: [NH2:1][C:2]([NH2:4])=[S:3].[Cl:5][C:6]1[C:13]([Cl:14])=[CH:12][CH:11]=[C:10]([F:15])[C:7]=1[CH2:8][Br:9]>CC(=O)CC>[BrH:9].[Cl:5][C:6]1[C:13]([Cl:14])=[CH:12][CH:11]=[C:10]([F:15])[C:7]=1[CH2:8][S:3][C:2](=[NH:4])[NH2:1] |f:3.4|. Reported procedure: A mixture of thiourea (1.52 g) and 2,3-dichloro-6-fluorobenzyl bromide (commercially available) (5.16 g) in 2-butanone (20 ml) was heated to 100° C. for 5 minutes in the microwave. The reaction mixture was cooled to ambient temperature and filtered. The white solid was washed with diethyl ether to give 2-(2,3-dichloro-6-fluoro-benzyl)-isothiourea hydrobromide (5.14 g). 1H-NMR (400 MHz, CD3OD): 7.61-7.65 (m, 1H), 7.22-7.27 (m, 1H), 4.64 (m, 2H) ppm. Starting materials: ClCCNC(=O)N(C1[C@@H](O)[C@@H](O)[C@H](O)[C@H](O1)CO)CCOC (1-(2-chloroethyl)-3-(2-methoxyethyl)-3-(D-mannopyranosyl)urea), C(C)(=O)[O-].[Na+] (sodium acetate), CCCCCC (hexane), CCCCCC (hexane), [N+](=O)([N+](=O)[O-])[O-] (nitrogen tetroxide). The solvent is O1CCCC1 (tetrahydrofuran), C(C)(=O)O (acetic acid), CO (methanol). The product is ClCCN(C(=O)N(C1[C@@H](O)[C@@H](O)[C@H](O)[C@H](O1)CO)CCOC)N=O (1-(2-chloroethyl)-1-nitroso-3-(2-methoxyethyl)-3-(D-mannopyranosyl)urea). The yield is 46.1%. Reaction SMILES: [Cl:1][CH2:2][CH2:3][NH:4][C:5]([N:7]([CH2:19][CH2:20][O:21][CH3:22])[CH:8]1[O:16][C@H:15]([CH2:17][OH:18])[C@@H:13]([OH:14])[C@H:11]([OH:12])[C@@H:9]1[OH:10])=[O:6].C([O-])(=O)C.[Na+].[N+:28]([O-])([N+]([O-])=O)=[O:29].CCCCCC>O1CCCC1.C(O)(=O)C.CO>[Cl:1][CH2:2][CH2:3][N:4]([N:28]=[O:29])[C:5]([N:7]([CH2:19][CH2:20][O:21][CH3:22])[CH:8]1[O:16][C@H:15]([CH2:17][OH:18])[C@@H:13]([OH:14])[C@H:11]([OH:12])[C@@H:9]1[OH:10])=[O:6] |f:1.2|. Procedure: 3.4 g of 1-(2-chloroethyl)-3-(2-methoxyethyl)-3-(D-mannopyranosyl)urea are dissolved in a mixture of 40 ml of tetrahydrofuran and 10 ml of acetic acid, and 17 g of sodium acetate anhydrate are added thereto. 6 g of nitrogen tetroxide gas are introduced into the mixture for 10 minutes under ice-cooling and stirring. The mixture is further stirred at the same temperature for 10 minutes. 70 ml of hexane are added to the reaction mixture, and said mixture is filtered. The filtrate is condensed under... The reactants are ClC=1C=C(C(=O)Cl)C=CC1Cl (3,4-dichlorobenzoyl chloride), [OH-].[Na+] (NaOH), CC1=CC(=C(C=C1C2(C3=CC=CC=C3C(=O)O2)C4=CC(=C(C=C4C)O)C(C)C)C(C)C)O (thymolphthalein), N1[C@H](C(=O)O)CCC1 (L-proline), C(=O)([O-])[O-].[Na+].[Na+] (Na2CO3), [OH-].[Na+] (NaOH). Reagents/catalysts: CC1=CC(=C(C=C1C2(C3=CC=CC=C3C(=O)O2)C4=CC(=C(C=C4C)O)C(C)C)C(C)C)O (thymolphthalein). Run in CCOCC (ether), O (water). Run at temperature 10 celsius, time 10 minute. The product is ClC=1C=C(C(=O)N2[C@H](C(=O)O)CCC2)C=CC1Cl (N-(3,4-dichlorobenzoyl)proline). Yield: 80.8%. As a reaction SMILES: [NH:1]1[CH2:8][CH2:7][CH2:6][C@H:2]1[C:3]([OH:5])=[O:4].C([O-])([O-])=O.[Na+].[Na+].[OH-].[Na+].CC1C(C2(C3C(C)=CC(O)=C(C(C)C)C=3)OC(=O)C3C2=CC=CC=3)=CC(C(C)C)=C(O)C=1.[Cl:49][C:50]1[CH:51]=[C:52]([CH:56]=[CH:57][C:58]=1[Cl:59])[C:53](Cl)=[O:54]>O.CCOCC.CC1C(C2(C3C(C)=CC(O)=C(C(C)C)C=3)OC(=O)C3C2=CC=CC=3)=CC(C(C)C)=C(O)C=1>[Cl:49][C:50]1[CH:51]=[C:52]([CH:56]=[CH:57][C:58]=1[Cl:59])[C:53]([N:1]1[CH2:8][CH2:7][CH2:6][C@H:2]1[C:3]([OH:5])=[O:4])=[O:54] |f:1.2.3,4.5|. Procedure details: A solution of L-proline (30 g, 0.26 mol), thymolphthalein (5 mg), and Na2CO3 (100 g) in water (500 mL) was treated at room temperature with concentrated aqueous NaOH solution until the solution was blue to the thymolphthalein indicator. The stirred solution was cooled to about 10° C. and treated portionwise with a solution of 3,4-dichlorobenzoyl chloride (58.65 g, 0.28 mol) in ether (100 mL) with periodic addition of concentrated aqueous NaOH solution as necessary to maintain the blue color. The...